This data is from the Open Reaction Database (ORD), a public repository of structured organic reaction records. The task is: describe an organic reaction: reactants, conditions, products, and yield Reactants: O=C([O-])[O-], N#CC(c1ccc(F)cc1)c1ccc(Cl)cn1, [K+], [K+], O. Product: O=C(c1ccc(F)cc1)c1ccc(Cl)cn1. RXN SMILES: [C:18]([O-:19])(=[O:20])[O-:21].[Cl:1][c:2]1[cH:3][cH:4][c:5]([CH:8]([c:9]2[cH:10][cH:11][c:12]([F:15])[cH:13][cH:14]2)[C:16]#[N:17])[n:6][cH:7]1.[K+:22].[K+:23].[OH2:24]>>[Cl:1][c:2]1[cH:3][cH:4][c:5]([C:8]([c:9]2[cH:10][cH:11][c:12]([F:15])[cH:13][cH:14]2)=[O:19])[n:6][cH:7]1.